This data is from the Open Reaction Database (ORD), a public repository of structured organic reaction records. The task is: describe an organic reaction: reactants, conditions, products, and yield Starting materials: [H-].[Na+] (Sodium hydride), IC1=C(C2=C(N=C1)N(N=C2)CC2=CC=C(C=C2)OC)O (5-iodo-1-(4-methoxybenzyl)-1H-pyrazolo[3,4-b]pyridin-4-ol), N1(CCNCC1)C(=O)OC(C)(C)C (tert-Butyl piperazine-1-carboxylate), [NH4+].[Cl-] (NH4Cl), FC(S(=O)(=O)N(S(=O)(=O)C(F)(F)F)C1=CC=CC=C1)(F)F (1,1,1-trifluoro-N-phenyl-N-(trifluoromethylsulfonyl)methanesulfonamide). The solvent is CN(C)C=O (DMF), CN(C)C=O (DMF). Reaction conditions: temperature 40 celsius, time 30 minute. Yields the product IC=1C(=C2C(=NC1)N(N=C2)CC2=CC=C(C=C2)OC)N2CCN(CC2)C(=O)OC(C)(C)C (tert-butyl 4-(5-iodo-1-(4-methoxybenzyl)-1H-pyrazolo[3,4-b]pyridin-4-yl)piperazine-1-carboxylate). The yield is 93.0%. RXN SMILES: [H-].[Na+].[I:3][C:4]1[CH:9]=[N:8][C:7]2[N:10]([CH2:13][C:14]3[CH:19]=[CH:18][C:17]([O:20][CH3:21])=[CH:16][CH:15]=3)[N:11]=[CH:12][C:6]=2[C:5]=1O.FC(F)(F)S(N(C1C=CC=CC=1)S(C(F)(F)F)(=O)=O)(=O)=O.[N:44]1([C:50]([O:52][C:53]([CH3:56])([CH3:55])[CH3:54])=[O:51])[CH2:49][CH2:48][NH:47][CH2:46][CH2:45]1.[NH4+].[Cl-]>CN(C=O)C>[I:3][C:4]1[C:5]([N:47]2[CH2:46][CH2:45][N:44]([C:50]([O:52][C:53]([CH3:56])([CH3:55])[CH3:54])=[O:51])[CH2:49][CH2:48]2)=[C:6]2[CH:12]=[N:11][N:10]([CH2:13][C:14]3[CH:19]=[CH:18][C:17]([O:20][CH3:21])=[CH:16][CH:15]=3)[C:7]2=[N:8][CH:9]=1 |f:0.1,5.6|. Procedure details: Sodium hydride (0.0881 g, 2.20 mmol) in DMF (5 mL) was added dropwise to 5-iodo-1-(4-methoxybenzyl)-1H-pyrazolo[3,4-b]pyridin-4-ol (0.70 g, 1.84 mmol) in DMF (5 mL). Then the reaction mixture was warmed to 40° C. and stirred for 30 minutes. After cooling to room temperature, 1,1,1-trifluoro-N-phenyl-N-(trifluoromethylsulfonyl)methanesulfonamide (0.787 g, 2.20 mmol) was added and stirred at room temperature for 1 hour. tert-Butyl piperazine-1-carboxylate (0.787 g, 4.22 mmol) was then added, and t... The reactants are C(C1=CC=CC=C1)OC1=C(C=C(C=C1C)C=1NC(C=2C(=CC(=NC2C1)OC)OC)=O)C (7-(4-benzyloxy-3,5-dimethyl-phenyl)-2,4-dimethoxy-6H-[1,6]naphthyridin-5-one), B(Br)(Br)Br (BBr3), Cl (HCl), CCOCC (ether). The solvent is ClCCl (dichloromethane). Conditions: time 16 hour. The product is OC1=NC=2C=C(NC(C2C(=C1)OC)=O)C1=CC(=C(C(=C1)C)O)C (2-hydroxy-7-(4-hydroxy-3,5-dimethylphenyl)-4-methoxy-1,6-naphthyridin-5(6H)-one). The yield is 37.4%. As a reaction SMILES: C([O:8][C:9]1[C:14]([CH3:15])=[CH:13][C:12]([C:16]2[NH:17][C:18](=[O:30])[C:19]3[C:20]([O:28][CH3:29])=[CH:21][C:22]([O:26]C)=[N:23][C:24]=3[CH:25]=2)=[CH:11][C:10]=1[CH3:31])C1C=CC=CC=1.B(Br)(Br)Br.Cl.CCOCC>ClCCl>[OH:26][C:22]1[CH:21]=[C:20]([O:28][CH3:29])[C:19]2[C:18](=[O:30])[NH:17][C:16]([C:12]3[CH:13]=[C:14]([CH3:15])[C:9]([OH:8])=[C:10]([CH3:31])[CH:11]=3)=[CH:25][C:24]=2[N:23]=1. Reported procedure: A solution of 4,6-dihydroxy-2-methyl nicotinic acid ethyl ester (31 g, 157 mmol) in phosphorus oxychloride (60 mL, 629 mmol) was stirred at reflux for 1.5 hours. The extra phosphorus oxychloride was removed using a rotary evaporator and the reaction mixture was purred into icy water. The solid was removed by filtration. The filtrate was extracted with dichloromethane (3×100 mL), and concentrated using a rotary evaporator. The residue was further purified by column (SiO2, Hexanes/EtOAc=5:1) to yi...